Task: describe an organic reaction: reactants, conditions, products, and yield. Dataset: the Open Reaction Database (ORD), a public repository of structured organic reaction records The reactants are O=C1C(=CNC=C1C1=CC=CC=C1)C(=O)OCC (Ethyl 4-oxo-5-phenyl-1,4-dihydropyridine-3-carboxylate), Cl (hydrochloric acid), C([O-])([O-])=O.[Cs+].[Cs+] (Cesium carbonate), CC1=CC=C(C=C1)S(=O)(=O)OCCF (2-fluoroethyl 4-methylbenzenesulfonate). Solvent: CN(C)C=O (DMF). Conditions: temperature 50 celsius, time 3 hour. Yields the product FCCN1C=C(C(C(=C1)C1=CC=CC=C1)=O)C(=O)OCC (Ethyl 1-(2-fluoroethyl)-4-oxo-5-phenyl-1,4-dihydropyridine-3-carboxylate). Yield: 80.1%. RXN SMILES: [O:1]=[C:2]1[C:7]([C:8]2[CH:13]=[CH:12][CH:11]=[CH:10][CH:9]=2)=[CH:6][NH:5][CH:4]=[C:3]1[C:14]([O:16][CH2:17][CH3:18])=[O:15].C(=O)([O-])[O-].[Cs+].[Cs+].CC1C=CC(S(O[CH2:36][CH2:37][F:38])(=O)=O)=CC=1.Cl>CN(C=O)C>[F:38][CH2:37][CH2:36][N:5]1[CH:6]=[C:7]([C:8]2[CH:13]=[CH:12][CH:11]=[CH:10][CH:9]=2)[C:2](=[O:1])[C:3]([C:14]([O:16][CH2:17][CH3:18])=[O:15])=[CH:4]1 |f:1.2.3|. Procedure: Ethyl 4-oxo-5-phenyl-1,4-dihydropyridine-3-carboxylate (190 mg) was suspended in DMF (2.5 ml). Cesium carbonate (509 mg) and 2-fluoroethyl 4-methylbenzenesulfonate (256 mg) were sequentially added and the mixture was stirred at 50° C. for three hours. A 1 N aqueous hydrochloric acid solution was added under ice cooling, and the organic layer was extracted with ethyl acetate, washed with water and brine and then dried over sodium sulfate. The solvent was distilled off under reduced pressure, and ... Reactants: FC1=CC=C(C=CC(=O)OCC)C=C1 (ethyl p-fluorocinnamate), C(C)O (ethanol), C(C)O (ethanol), C(#N)CC(=O)OCC (ethyl cyanoacetate), [H-].[Na+] (sodium hydride). The solvent is CN(C=O)C (N,N-dimethylformamide), C(C)(=O)O (acetic acid), CN(C=O)C (N,N-dimethylformamide), O (water), CN(C=O)C (N,N-dimethylformamide). Run at time 1.5 hour. Product: C(#N)C(C(=O)OCC)C(CC(=O)OCC)C1=CC=C(C=C1)F (diethyl 2-cyano-3-(p-fluorophenyl)glutarate). Yield: 75.5%. Reaction SMILES: [C:1]([CH2:3][C:4]([O:6][CH2:7][CH3:8])=[O:5])#[N:2].[H-].[Na+].[F:11][C:12]1[CH:24]=[CH:23][C:15]([CH:16]=[CH:17][C:18]([O:20][CH2:21][CH3:22])=[O:19])=[CH:14][CH:13]=1.C(O)C>CN(C)C=O.O.C(O)(=O)C>[C:1]([CH:3]([CH:16]([C:15]1[CH:14]=[CH:13][C:12]([F:11])=[CH:24][CH:23]=1)[CH2:17][C:18]([O:20][CH2:21][CH3:22])=[O:19])[C:4]([O:6][CH2:7][CH3:8])=[O:5])#[N:2] |f:1.2|. Procedure details: 12.9 g of ethyl cyanoacetate dissolved in 18 mL of N,N-dimethylformamide was added dropwise to a mixture of 4.5 g of sodium hydride and 40 mL of N,N-dimethylformamide under cooling with ice, and after 1.5 hours of stirring at room temperature, a solution of 20 g of ethyl p-fluorocinnamate in 18 mL of N,N-dimethylformamide was added. The mixture was heated at 50 to 60° C. for 21 hours. 30 mL of absolute ethanol was added under cooling with ice, and then an ethanol solution of acetic acid was adde...